This data is from the Open Reaction Database (ORD), a public repository of structured organic reaction records. The task is: describe an organic reaction: reactants, conditions, products, and yield Starting materials: ClC1=C(C=CC=C1)CCN1N=C(C=C(C1=O)C(=O)OC)C1=CC(=C(C=C1)F)C (2-[2-(2-chlorophenyl)ethyl]-6-(4-fluoro-3-methylphenyl)-4-methoxycarbonyl-2H-pyridazin-3-one), O.O.O.O.O.O.[Cl-].[Ce+3].[Cl-].[Cl-] (cerium(III) chloride hexahydrate), [Cl-].[NH4+] (ammonium chloride), [BH4-].[Na+] (sodium borohydride). Solvent: C1CCOC1.CO (THF methanol). Conditions: time 10 minute. The product is ClC1=C(C=CC=C1)CCN1N=C(C=C(C1=O)CO)C1=CC(=C(C=C1)F)C (2-[2-(2-chlorophenyl)ethyl]-6-(4-fluoro-3-methylphenyl)-4-hydroxymethyl-2H-pyridazin-3-one). Yield: 11.0%. As a reaction SMILES: [Cl:1][C:2]1[CH:7]=[CH:6][CH:5]=[CH:4][C:3]=1[CH2:8][CH2:9][N:10]1[C:15](=[O:16])[C:14]([C:17](OC)=[O:18])=[CH:13][C:12]([C:21]2[CH:26]=[CH:25][C:24]([F:27])=[C:23]([CH3:28])[CH:22]=2)=[N:11]1.O.O.O.O.O.O.[Cl-].[Ce+3].[Cl-].[Cl-].[BH4-].[Na+].[Cl-].[NH4+]>C1COCC1.CO>[Cl:1][C:2]1[CH:7]=[CH:6][CH:5]=[CH:4][C:3]=1[CH2:8][CH2:9][N:10]1[C:15](=[O:16])[C:14]([CH2:17][OH:18])=[CH:13][C:12]([C:21]2[CH:26]=[CH:25][C:24]([F:27])=[C:23]([CH3:28])[CH:22]=2)=[N:11]1 |f:1.2.3.4.5.6.7.8.9.10,11.12,13.14,15.16|. Reported procedure: To a solution of 2-[2-(2-chlorophenyl)ethyl]-6-(4-fluoro-3-methylphenyl)-4-methoxycarbonyl-2H-pyridazin-3-one (480 mg, 1.20 mmol) in THF/methanol (2 mL/1 mL), cerium(III) chloride hexahydrate (425 mg, 1.20 mmol) was added at −15° C., followed by the addition of sodium borohydride (45 mg, 1.20 mmol). After stirred for 10 minutes, a saturated aqueous solution of ammonium chloride was added to the reaction mixture, and the mixture was extracted with ethyl acetate. The extract was dried over anhydro...